Dataset: the Open Reaction Database (ORD), a public repository of structured organic reaction records. Task: describe an organic reaction: reactants, conditions, products, and yield Starting materials: C(C)(=O)C(C(=O)OC)=C(CC(=O)OC)NCC1=CC=CC=C1 (dimethyl 2-acetyl-3-benzylamino-2-pentenedioate), resultant mixture, O (Water), CI (Methyl iodide), [H-].[Na+] (sodium hydride). Run in O1CCCC1 (tetrahydrofuran), C(C)(=O)OCC (ethyl acetate), O1CCCC1 (tetrahydrofuran). Run at time 15 minute. The product is C(C)(=O)C(C(=O)OC)=C(C(C(=O)OC)C)NCC1=CC=CC=C1 (dimethyl 2-acetyl-3-benzylamino-4-methyl-2-pentenedioate). RXN SMILES: [H-].[Na+].[C:3]([C:6](=[C:11]([NH:17][CH2:18][C:19]1[CH:24]=[CH:23][CH:22]=[CH:21][CH:20]=1)[CH2:12][C:13]([O:15][CH3:16])=[O:14])[C:7]([O:9][CH3:10])=[O:8])(=[O:5])[CH3:4].[CH3:25]I.O>O1CCCC1.C(OCC)(=O)C>[C:3]([C:6](=[C:11]([NH:17][CH2:18][C:19]1[CH:20]=[CH:21][CH:22]=[CH:23][CH:24]=1)[CH:12]([CH3:25])[C:13]([O:15][CH3:16])=[O:14])[C:7]([O:9][CH3:10])=[O:8])(=[O:5])[CH3:4] |f:0.1|. Procedure: Under nitrogen stream, 60 % sodium hydride (1.68 g; 42 mmole) was added to dry tetrahydrofuran (10 ml), and a solution of dimethyl 2-acetyl-3-benzylamino-2-pentenedioate (6.2 g; 20 mmole) in dry tetrahydrofuran (40 ml) was portionwise added thereto with ice-cooling, followed by stirring at the same temperature for 15 minutes. Methyl iodide (5.68 g; 40 mmole) was added thereto at room temperature, and the resultant mixture was stirred at room temperature for 1 hour and at 40° C. for 1 hour. Water... Procedure details: A mixture of 5.0 g of 7-hydroxy-3,4-dimethylcoumarin, 3.9 g of 2-chloromethyl-5-methyl-1,3,4-thiadiazole, 3.5 g of K2CO3 and 100 ml of acetone was refluxed for 20 hours and evaporated down, and the residue was partitioned in H2O/methylene chloride. After the undissolved constituents had been separated off, the organic phase was washed once with 1 N NaOH and then with H2O, dried over Na2SO4 and evaporated down, and the residue was recrystallized from methanol and dried. Starting materials: OC1=CC=C2C(=C(C(OC2=C1)=O)C)C (7-hydroxy-3,4-dimethylcoumarin), ClCC=1SC(=NN1)C (2-chloromethyl-5-methyl-1,3,4-thiadiazole), C(=O)([O-])[O-].[K+].[K+] (K2CO3). RXN SMILES: O[C:2]1[CH:11]=[C:10]2[C:5]([C:6]([CH3:14])=[C:7]([CH3:13])[C:8](=[O:12])[O:9]2)=[CH:4][CH:3]=1.Cl[CH2:16][C:17]1[S:18][C:19](C)=[N:20][N:21]=1.[C:23]([O-])([O-])=[O:24].[K+].[K+]>CC(C)=O>[CH3:13][C:7]1[C:8](=[O:12])[O:9][C:10]2[C:5]([C:6]=1[CH3:14])=[C:4]([O:24][CH3:23])[CH:3]=[C:2]([C:19]1[S:18][C:17]([CH3:16])=[N:21][N:20]=1)[CH:11]=2 |f:2.3.4|. Run in CC(=O)C (acetone). The product is CC=1C(OC2=CC(=CC(=C2C1C)OC)C1=NN=C(S1)C)=O (3,4-Dimethyl-7-(2-methyl-1,3,4-thiadiazol-5-yl)-methoxycoumarin). The reactants are BrC=1C=C(C=O)C=CC1OC(F)(F)F (3-bromo-4-trifluoromethoxybenzaldehyde), CC=1C(=CC=2C(CCC(C2C1)(C)C)(C)C)B(O)O ((3,5,5,8,8-pentamethyl-5,6,7,8-tetrahydronaphthalen-2-yl) boronic acid), C(C)O (ethanol), C([O-])([O-])=O.[K+].[K+] (potassium carbonate). Reagents/catalysts: C=1C=CC(=CC1)[P](C=2C=CC=CC2)(C=3C=CC=CC3)[Pd]([P](C=4C=CC=CC4)(C=5C=CC=CC5)C=6C=CC=CC6)([P](C=7C=CC=CC7)(C=8C=CC=CC8)C=9C=CC=CC9)[P](C=1C=CC=CC1)(C=1C=CC=CC1)C=1C=CC=CC1 (Tetrakis(triphenylphosphine)palladium(0)). The solvent is C1(=CC=CC=C1)C (toluene), O (water), C(C)(=O)OCC (ethyl acetate). Yields the product FC(OC=1C=C(C=O)C=CC1C1=CC=2C(CCC(C2C=C1C)(C)C)(C)C)(F)F (3-trifluoromethoxy-4-(3,5,5,8,8-pentamethyl-5,6,7,8-tetrahydronaphthalen-2-yl) benzaldehyde). The yield is 76.0%. Reaction SMILES: Br[C:2]1[CH:3]=[C:4]([CH:7]=[CH:8][C:9]=1[O:10][C:11]([F:14])([F:13])[F:12])C=O.[CH3:15][C:16]1[C:17](B(O)O)=[CH:18][C:19]2[C:20]([CH3:29])([CH3:28])[CH2:21][CH2:22][C:23]([CH3:27])([CH3:26])[C:24]=2[CH:25]=1.[CH2:33]([OH:35])C.C(=O)([O-])[O-].[K+].[K+]>C1(C)C=CC=CC=1.C(OCC)(=O)C.C1C=CC([P]([Pd]([P](C2C=CC=CC=2)(C2C=CC=CC=2)C2C=CC=CC=2)([P](C2C=CC=CC=2)(C2C=CC=CC=2)C2C=CC=CC=2)[P](C2C=CC=CC=2)(C2C=CC=CC=2)C2C=CC=CC=2)(C2C=CC=CC=2)C2C=CC=CC=2)=CC=1.O>[F:14][C:11]([F:12])([F:13])[O:10][C:9]1[CH:8]=[C:7]([CH:4]=[CH:3][C:2]=1[C:17]1[C:16]([CH3:15])=[CH:25][C:24]2[C:23]([CH3:27])([CH3:26])[CH2:22][CH2:21][C:20]([CH3:29])([CH3:28])[C:19]=2[CH:18]=1)[CH:33]=[O:35] |f:3.4.5,^1:58,60,79,98|. Reported procedure: To a solution of 3-bromo-4-trifluoromethoxybenzaldehyde (10.0 g, 37.2 mmol), (3,5,5,8,8-pentamethyl-5,6,7,8-tetrahydronaphthalen-2-yl) boronic acid (11.0 g, 44.68 mmol, 1.2 eq) in a mixture of toluene (100 mL), ethanol (20 mL) and water (15 mL) was added potassium carbonate (10.28 g, 74.4 mmol, 2 eq). The mixture was degased with argon for 40 minutes. Tetrakis(triphenylphosphine)palladium(0) (0.86 g, 0.74 mmol, 0.02 eq) was added and the mixture heated at reflux under argon for 22 hours. The mix... The reagents and catalysts are C1=CC=C(C=C1)P([C-]2C=CC=C2)C3=CC=CC=C3.C1=CC=C(C=C1)P([C-]2C=CC=C2)C3=CC=CC=C3.Cl[Pd]Cl.[Fe+2].C(Cl)Cl (PdCl2(dppf) CH2Cl2). Yields the product C(C1=CC=CC=C1)N1CCN(CC1)C1=CC=C2C=3C=C(C=C(C3NC2=C1)C(=O)N)C=1C=C(C=CC1)C (7-(4-benzylpiperazin-1-yl)-3-m-tolyl-9H-carbazole-1-carboxamide). Reported procedure: 7-(4-Benzylpiperazin-1-yl)-3-bromo-9H-carbazole-1-carboxamide (100 mg, 0.216 mmol), m-tolylboronic acid (58.7 mg, 0.432 mmol), PdCl2(dppf)-CH2Cl2 adduct (17.62 mg, 0.022 mmol), and Na2CO3 (2M) (0.432 mL, 0.863 mmol) were mixed with DME (4 mL) in a sealed microwave vial. The mixture was flushed with N2 and heated at 100° C. in an oil bath for 4 hrs. The mixture was purified using preparative HPLC to give titled product. MS (ESI) m/z 475.12 (M+H)+. 1H NMR (DMSO-d6) δ ppm 11.07 (s, 1H), 8.44 (s, 1H... As a reaction SMILES: [CH2:1]([N:8]1[CH2:13][CH2:12][N:11]([C:14]2[CH:26]=[C:25]3[C:17]([C:18]4[CH:19]=[C:20](Br)[CH:21]=[C:22]([C:27]([NH2:29])=[O:28])[C:23]=4[NH:24]3)=[CH:16][CH:15]=2)[CH2:10][CH2:9]1)[C:2]1[CH:7]=[CH:6][CH:5]=[CH:4][CH:3]=1.[C:31]1([CH3:40])[CH:36]=[CH:35][CH:34]=[C:33](B(O)O)[CH:32]=1.C([O-])([O-])=O.[Na+].[Na+]>C1C=CC(P(C2C=CC=CC=2)[C-]2C=CC=C2)=CC=1.C1C=CC(P(C2C=CC=CC=2)[C-]2C=CC=C2)=CC=1.Cl[Pd]Cl.[Fe+2].C(Cl)Cl.COCCOC>[CH2:1]([N:8]1[CH2:13][CH2:12][N:11]([C:14]2[CH:26]=[C:25]3[C:17]([C:18]4[CH:19]=[C:20]([C:33]5[CH:32]=[C:31]([CH3:40])[CH:36]=[CH:35][CH:34]=5)[CH:21]=[C:22]([C:27]([NH2:29])=[O:28])[C:23]=4[NH:24]3)=[CH:16][CH:15]=2)[CH2:10][CH2:9]1)[C:2]1[CH:7]=[CH:6][CH:5]=[CH:4][CH:3]=1 |f:2.3.4,5.6.7.8.9|. The solvent is COCCOC (DME). The reactants are C(C1=CC=CC=C1)N1CCN(CC1)C1=CC=C2C=3C=C(C=C(C3NC2=C1)C(=O)N)Br (7-(4-Benzylpiperazin-1-yl)-3-bromo-9H-carbazole-1-carboxamide), C1(=CC(=CC=C1)B(O)O)C (m-tolylboronic acid), C(=O)([O-])[O-].[Na+].[Na+] (Na2CO3). Run at temperature 100 celsius.